Dataset: the Open Reaction Database (ORD), a public repository of structured organic reaction records. Task: describe an organic reaction: reactants, conditions, products, and yield Starting materials: ClC(Cl)Cl, [Na+], O=C([O-])O, Cc1c(OC(C)OCc2ccccn2)ccnc1CO, O=S(Cl)Cl. Yields the product Cc1c(OC(C)OCc2ccccn2)ccnc1CCl. As a reaction SMILES: [CH:30]([Cl:31])([Cl:32])[Cl:33].[Na+:25].[OH:26][C:27](=[O:28])[O-:29].[OH:5][CH2:6][c:7]1[n:8][cH:9][cH:10][c:11]([O:14][CH:15]([CH3:16])[O:17][CH2:18][c:19]2[n:20][cH:21][cH:22][cH:23][cH:24]2)[c:12]1[CH3:13].[S:1]([Cl:2])([Cl:3])=[O:4]>>[Cl:3][CH2:6][c:7]1[n:8][cH:9][cH:10][c:11]([O:14][CH:15]([CH3:16])[O:17][CH2:18][c:19]2[n:20][cH:21][cH:22][cH:23][cH:24]2)[c:12]1[CH3:13]. The reactants are C(C)(C)(C)NC(=O)C1=CN(C2=NC=C(N=C21)Br)COCC[Si](C)(C)C (2-bromo-5-(2-trimethylsilanyl-ethoxymethyl)-5H-pyrrolo[2,3-b]pyrazine-7-carboxylic acid tert-butylamide), FC(OC=1C=C2C(=NNC2=CC1)[Sn](CCCC)(CCCC)CCCC)F (5-difluoromethoxy-3-tributylstannanyl-1H-indazole). Reagents/catalysts: C=1C=CC(=CC1)[P](C=2C=CC=CC2)(C=3C=CC=CC3)[Pd]([P](C=4C=CC=CC4)(C=5C=CC=CC5)C=6C=CC=CC6)([P](C=7C=CC=CC7)(C=8C=CC=CC8)C=9C=CC=CC9)[P](C=1C=CC=CC1)(C=1C=CC=CC1)C=1C=CC=CC1 (tetrakis(triphenylphosphine)palladium), [Cu]I (copper (I) iodide). Solvent: CN(C)C=O (DMF). Run at temperature 90 celsius, time 2 hour. Yields the product C(C)(C)(C)NC(=O)C1=CN(C2=NC=C(N=C21)C2=NNC1=CC=C(C=C21)OC(F)F)COCC[Si](C)(C)C (2-(5-difluoromethoxy-1H-indazol-3-yl)-5-(2-trimethylsilanyl-ethoxymethyl)-5H-pyrrolo[2,3-b]pyrazine-7-carboxylic acid tert-butylamide). Yield: 63.4%. As a reaction SMILES: [C:1]([NH:5][C:6]([C:8]1[C:16]2[C:11](=[N:12][CH:13]=[C:14](Br)[N:15]=2)[N:10]([CH2:18][O:19][CH2:20][CH2:21][Si:22]([CH3:25])([CH3:24])[CH3:23])[CH:9]=1)=[O:7])([CH3:4])([CH3:3])[CH3:2].[F:26][CH:27]([F:51])[O:28][C:29]1[CH:30]=[C:31]2[C:35](=[CH:36][CH:37]=1)[NH:34][N:33]=[C:32]2[Sn](CCCC)(CCCC)CCCC>CN(C=O)C.C1C=CC([P]([Pd]([P](C2C=CC=CC=2)(C2C=CC=CC=2)C2C=CC=CC=2)([P](C2C=CC=CC=2)(C2C=CC=CC=2)C2C=CC=CC=2)[P](C2C=CC=CC=2)(C2C=CC=CC=2)C2C=CC=CC=2)(C2C=CC=CC=2)C2C=CC=CC=2)=CC=1.[Cu]I>[C:1]([NH:5][C:6]([C:8]1[C:16]2[C:11](=[N:12][CH:13]=[C:14]([C:32]3[C:31]4[C:35](=[CH:36][CH:37]=[C:29]([O:28][CH:27]([F:26])[F:51])[CH:30]=4)[NH:34][N:33]=3)[N:15]=2)[N:10]([CH2:18][O:19][CH2:20][CH2:21][Si:22]([CH3:25])([CH3:24])[CH3:23])[CH:9]=1)=[O:7])([CH3:4])([CH3:3])[CH3:2] |^1:60,62,81,100|. Procedure: In a round-bottomed flask, 2-bromo-5-(2-trimethylsilanyl-ethoxymethyl)-5H-pyrrolo[2,3-b]pyrazine-7-carboxylic acid tert-butylamide (200 mg, 0.47 mmol) and 5-difluoromethoxy-3-tributylstannyl-1H-indazole (crude from Step 1, 509 mg, 0.59 mmol) were dissolved in DMF (3.2 ml). The reaction mixture was evacuated and backfilled with argon then tetrakis(triphenylphosphine)palladium (0) (27.0 mg, 0.023 mmol) and copper (I) iodide (18 mg, 0.095 mmol) were added. The reaction mixture was stirred at 90° C.... The reactants are C(CCC)OC(=O)C=1NC(C2=CC(=CC=C2C1O)OCCCC)=O (7-butoxy-4-hydroxy-1-oxo-1,2-dihydro-isoquinoline-3-carboxylic acid butyl ester), P(=O)(Br)(Br)Br (phosphorous oxybromide). The product is C(CCC)OC(=O)C=1N=C(C2=CC(=CC=C2C1O)OCCCC)Br (1-Bromo-7-butoxy-4-hydroxy-isoquinoline-3-carboxylic acid butyl ester). As a reaction SMILES: [CH2:1]([O:5][C:6]([C:8]1[NH:9][C:10](=O)[C:11]2[C:16]([C:17]=1[OH:18])=[CH:15][CH:14]=[C:13]([O:19][CH2:20][CH2:21][CH2:22][CH3:23])[CH:12]=2)=[O:7])[CH2:2][CH2:3][CH3:4].P(Br)(Br)([Br:27])=O>>[CH2:1]([O:5][C:6]([C:8]1[N:9]=[C:10]([Br:27])[C:11]2[C:16]([C:17]=1[OH:18])=[CH:15][CH:14]=[C:13]([O:19][CH2:20][CH2:21][CH2:22][CH3:23])[CH:12]=2)=[O:7])[CH2:2][CH2:3][CH3:4]. Procedure details: 0.150 g of 7-butoxy-4-hydroxy-1-oxo-1,2-dihydro-isoquinoline-3-carboxylic acid butyl ester, were allowed to react with phosphorous oxybromide analogously to Example D-46 b) to give 0.105 g of an off-white solid: Proton NMR (200 MHz, chloroform-d): δ 11.82 (s, 1H), 8.68 (s, 1H), 8.26 (d, 1H), 7.35 (dd, 1H), 7.19 (d, 1H), 4.49 (t, J=7 Hz, 2H), 4.12 (t, J=7 Hz, 2H), 1.95-1.75 (m, 4H), 1.70-1.40 (m, 4H), 1.05-0.95 (m, 6H). Reactants: 3, O1CCCC1 (tetrahydrofuran), CO (methanol), C(C)OC(=O)CCCN1C(=NC2=C1C=CC=C2C)COC2=CC=C(C=C2)Cl (1-[3-(ethoxycarbonyl)propyl]-2-[(4-chlorophenoxy)methyl]-4-methylbenzimidazole), [OH-].[Li+] (lithium hydroxide). The solvent is C(CCC)O (1 butanol), O (water), C1(=CC=CC=C1)C (toluene). Conditions: time 8 hour. The product is C(=O)(O)CCCN1C(=NC2=C1C=CC=C2C)COC2=CC=C(C=C2)Cl (1-(3-carboxypropyl)-2-[(4-chlorophenoxy)methyl]-4-methylbenzimidazole). The yield is 83.6%. Reaction SMILES: O1CCCC1.CO.C([O:10][C:11]([CH2:13][CH2:14][CH2:15][N:16]1[C:20]2[CH:21]=[CH:22][CH:23]=[C:24]([CH3:25])[C:19]=2[N:18]=[C:17]1[CH2:26][O:27][C:28]1[CH:33]=[CH:32][C:31]([Cl:34])=[CH:30][CH:29]=1)=[O:12])C.[OH-].[Li+]>C1(C)C=CC=CC=1.C(O)CCC.O>[C:11]([CH2:13][CH2:14][CH2:15][N:16]1[C:20]2[CH:21]=[CH:22][CH:23]=[C:24]([CH3:25])[C:19]=2[N:18]=[C:17]1[CH2:26][O:27][C:28]1[CH:29]=[CH:30][C:31]([Cl:34])=[CH:32][CH:33]=1)([OH:12])=[O:10] |f:3.4|. Procedure details: To a mixture of tetrahydrofuran (72 ml), methanol (24 ml), and water (24 ml), were added 1-[3-(ethoxycarbonyl)propyl]-2-[(4-chlorophenoxy)methyl]-4-methylbenzimidazole (2.0 g, 5.2 mmol) and lithium hydroxide (642 mg, 3 eq.). The resulting mixture was stirred overnight at room temperature and was then concentrated in vacuo to yield a white solid. This residue was taken into 250 ml of a 3:1 butanol:toluene solution. The organic fraction was washed once with 200 ml of water and then dried over magn... Reactants: CC(=O)O, O=C1Nc2cc(Cl)c(Cl)cc2C1=O, [H-], [H][H], CI, [Na+], CN(C)C=O, O. The product is CN1C(=O)C(=O)c2cc(Cl)c(Cl)cc21. Reaction SMILES: [CH3:25][C:26](=[O:27])[OH:28].[Cl:1][c:2]1[cH:3][c:4]2[c:8]([cH:9][c:10]1[Cl:11])[NH:7][C:6](=[O:12])[C:5]2=[O:13].[H-:14].[H:16][H:17].[I:18][CH3:19].[Na+:15].[O:20]=[CH:21][N:22]([CH3:23])[CH3:24].[OH2:29]>>[Cl:1][c:2]1[cH:3][c:4]2[c:8]([cH:9][c:10]1[Cl:11])[N:7]([CH3:19])[C:6](=[O:12])[C:5]2=[O:13]. The reactants are FC(C=1C=C(C=C(C1)C(F)(F)F)C(C(=O)N(C)C=1C(=CC(=[N+](C1)[O-])N1CCN(CC1)C)C1=C(C=CC=C1)C)(C)C)(F)F (5-(2-(3,5-bis(trifluoromethyl)phenyl)-N,2-dimethylpropanamido)-2-(4-methylpiperazin-1-yl)-4-(o-tolyl)pyridine 1-oxide), C(=O)(O)[O-].[Na+] (NaHCO3), OS(=O)(=O)[O-].OS(=O)(=O)O[O-].OS(=O)(=O)O[O-].[O-]S(=O)(=O)[O-].[K+].[K+].[K+].[K+].[K+] (potassium monopersulfate triple salt). Solvent: CO (MeOH), O (H2O). Run at time 4 hour. Product: FC(C=1C=C(C=C(C1)C(F)(F)F)C(C(=O)N(C)C=1C(=CC(=[N+](C1)[O-])N1CC[N+](CC1)(C)[O-])C1=C(C=CC=C1)C)(C)C)(F)F (4-(5-(2-(3,5-bis(trifluoromethyl)phenyl)-N,2-dimethylpropanamido)-1-oxido-4-(o-tolyl)pyridin-2-yl)-1-methylpiperazine 1-oxide). Isolated yield 57.4%. Reaction SMILES: [F:1][C:2]([F:42])([F:41])[C:3]1[CH:4]=[C:5]([C:13]([CH3:40])([CH3:39])[C:14]([N:16]([C:18]2[C:19]([C:32]3[CH:37]=[CH:36][CH:35]=[CH:34][C:33]=3[CH3:38])=[CH:20][C:21]([N:25]3[CH2:30][CH2:29][N:28]([CH3:31])[CH2:27][CH2:26]3)=[N+:22]([O-:24])[CH:23]=2)[CH3:17])=[O:15])[CH:6]=[C:7]([C:9]([F:12])([F:11])[F:10])[CH:8]=1.C([O-])(O)=[O:44].[Na+].OS([O-])(=O)=O.OS(O[O-])(=O)=O.OS(O[O-])(=O)=O.[O-]S([O-])(=O)=O.[K+].[K+].[K+].[K+].[K+]>CO.O>[F:42][C:2]([F:1])([F:41])[C:3]1[CH:4]=[C:5]([C:13]([CH3:39])([CH3:40])[C:14]([N:16]([C:18]2[C:19]([C:32]3[CH:37]=[CH:36][CH:35]=[CH:34][C:33]=3[CH3:38])=[CH:20][C:21]([N:25]3[CH2:26][CH2:27][N+:28]([O-:44])([CH3:31])[CH2:29][CH2:30]3)=[N+:22]([O-:24])[CH:23]=2)[CH3:17])=[O:15])[CH:6]=[C:7]([C:9]([F:10])([F:11])[F:12])[CH:8]=1 |f:1.2,3.4.5.6.7.8.9.10.11|. Procedure: To a solution of 5-(2-(3,5-bis(trifluoromethyl)phenyl)-N,2-dimethylpropanamido)-2-(4-methylpiperazin-1-yl)-4-(o-tolyl)pyridine 1-oxide (3 g, 5.05 mmol) and NaHCO3 (0.354 g, 12.66 mmol) in 60 mL of MeOH and 15 mL of H2O were added potassium monopersulfate triple salt (1.62 g, 26.25 mmol) at room temperature during 15 min. After stirring for 4 hrs at room temperature under N2 atmosphere, the reaction mixture was concentrated in vacuo and purified by flash chromatography (eluent: MeOH). The product...